This data is from the Open Reaction Database (ORD), a public repository of structured organic reaction records. The task is: describe an organic reaction: reactants, conditions, products, and yield Starting materials: Cl.C(C1=CC=CC=C1)OC([C@@H](NC([C@@H](N)C)=O)CC(C)C)=O (alanylleucine benzyl ester hydrochloride), CN1CCOCC1 (N-methylmorpholine), C(C)(=O)N[C@@H](C)C(=O)O (acetylalanine), CN1CCOCC1 (N-methylmorpholine), ClC(=O)OCC(C)C (isobutyl chloroformate). The solvent is O1CCCC1 (tetrahydrofuran), O1CCCC1 (tetrahydrofuran). Conditions: time 10 minute. Yields the product C(C1=CC=CC=C1)OC([C@@H](NC([C@@H](NC([C@@H](NC(C)=O)C)=O)C)=O)CC(C)C)=O (acetylalanylalanylleucine benzyl ester). Reaction SMILES: [C:1]([NH:4][C@H:5]([C:7](O)=[O:8])[CH3:6])(=[O:3])[CH3:2].CN1CCOCC1.ClC(OCC(C)C)=O.Cl.[CH2:26]([O:33][C:34](=[O:46])[C@H:35]([CH2:42][CH:43]([CH3:45])[CH3:44])[NH:36][C:37](=[O:41])[C@H:38]([CH3:40])[NH2:39])[C:27]1[CH:32]=[CH:31][CH:30]=[CH:29][CH:28]=1>O1CCCC1>[CH2:26]([O:33][C:34](=[O:46])[C@H:35]([CH2:42][CH:43]([CH3:45])[CH3:44])[NH:36][C:37](=[O:41])[C@H:38]([CH3:40])[NH:39][C:7](=[O:8])[C@H:5]([CH3:6])[NH:4][C:1](=[O:3])[CH3:2])[C:27]1[CH:28]=[CH:29][CH:30]=[CH:31][CH:32]=1 |f:3.4|. Reported procedure: To a stirred solution of acetylalanine (0.03 mole) and N-methylmorpholine (0.03 mole) in dry tetrahydrofuran (200 ml) at -20° to -25° is added isobutyl chloroformate (0.03 mole). After 10 minutes, a suspension of the crude alanylleucine benzyl ester hydrochloride (0.03+ mole) and N-methylmorpholine (0.04 mole) in tetrahydrofuran (25 ml) is added in portions over 1/2 hour. The mixture is allowed to warm to room temperature over a period of 2 hours and stirred overnight. The reaction mixture is ev... The reactants are OC1=NC=CC=C1 (2-Hydroxypyridine), IC1=CC=C(CO)C=C1 (4-iodobenzyl alcohol), C(=O)([O-])[O-].[K+].[K+] (K2CO3). The reagents and catalysts are [Cu] (copper). The product is O=C1N(C=CC=C1)C1=CC=C(CO)C=C1 (4-(-2-Oxo-2-H-pyridin-1-yl)benzyl Alcohol). As a reaction SMILES: [OH:1][C:2]1[CH:7]=[CH:6][CH:5]=[CH:4][N:3]=1.I[C:9]1[CH:16]=[CH:15][C:12]([CH2:13][OH:14])=[CH:11][CH:10]=1.C([O-])([O-])=O.[K+].[K+]>[Cu]>[O:1]=[C:2]1[CH:7]=[CH:6][CH:5]=[CH:4][N:3]1[C:9]1[CH:16]=[CH:15][C:12]([CH2:13][OH:14])=[CH:11][CH:10]=1 |f:2.3.4|. Reported procedure: 2-Hydroxypyridine (10.0 mmol; 956 mg ) ,4-iodobenzyl alcohol (17.09 mmol, 4.0 g), K2CO3 (11.0 mmol, 1.52 g), and copper (0.2 mmol, 15 mg ) were mixed under argon and heated to 150° for 16 hours. The solid was partitioned between saturated NaHCO3 and EtOAc. The layers were separated and the aqueous layer was back extracted twice with EtOAc. The organic layers were combined, washed with brine, dried over MgSO4, filtered and concentrated to yield a yellow oil which was purified by flash chromatogra... The reactants are BrC1=CC(=C(C=C1)F)F (1-bromo-3,4-difluorobenzene), FC1=CC=C(OC=2C(NN=CC2C2=CC=C(C=C2)S(=O)(=O)C)=O)C=C1 (4-(4-Fluorophenoxy)-5-[4-(methylsulfonyl)phenyl]-3(2H)-pyridazinone), N (NH3). Solvent: O (H2O). Product: FC=1C=C(C=CC1F)N1N=CC(=C(C1=O)OC1=CC=C(C=C1)F)C1=CC=C(C=C1)S(=O)(=O)C (2-(3,4-Difluorophenyl)-4-(4-fluorophenoxy)-5-[4-(methylsulfonyl)phenyl]-3(2H)-pyridazinone). RXN SMILES: Br[C:2]1[CH:7]=[CH:6][C:5]([F:8])=[C:4]([F:9])[CH:3]=1.[F:10][C:11]1[CH:34]=[CH:33][C:14]([O:15][C:16]2[C:17](=[O:32])[NH:18][N:19]=[CH:20][C:21]=2[C:22]2[CH:27]=[CH:26][C:25]([S:28]([CH3:31])(=[O:30])=[O:29])=[CH:24][CH:23]=2)=[CH:13][CH:12]=1.N>O>[F:9][C:4]1[CH:3]=[C:2]([N:18]2[C:17](=[O:32])[C:16]([O:15][C:14]3[CH:33]=[CH:34][C:11]([F:10])=[CH:12][CH:13]=3)=[C:21]([C:22]3[CH:27]=[CH:26][C:25]([S:28]([CH3:31])(=[O:29])=[O:30])=[CH:24][CH:23]=3)[CH:20]=[N:19]2)[CH:7]=[CH:6][C:5]=1[F:8]. Procedure details: The title compound was prepared according to Example 93, substituting 1-bromo-3,4-difluorobenzene in place of 4-bromothioanisole and 4-(4-fluorophenoxy)-5-[4-(methylsulfonyl)phenyl]-3(2H)-pyridazinone (Example 108A) in place of 4-(4-fluorophenyl)-5-[4-(methylsulfonyl)phenyl]-3(2H)-pyridazinone (yield: 185 mg, 39%). mp 178-180° C. 1H NMR (300 MHz, CDCl3) δ 3.11 (s, 3H), 6.89-7.04 (m, 4H), 7.45-7.52 (m, 1H), 7.45-7.52 (m, 1H), 7.61 (dt, J=6 Hz, 3 Hz, 1H), 7.82 (d, J=9 Hz, 2H), 8.07 (d, J=9 Hz, 2H)... Reactants: [Li+].[OH-] (LiOH), N1=CC(=CC=C1)[C@H](CC(=O)OCC)CC1=CC=C(C=C1)OCCC1=NC=2NCCCC2C=C1 (ethyl (S)-3-(pyridin-3-yl)-4-[4-[2-(5,6,7,8-tetrahydro-1,8-naphthyridin-2-yl)ethoxy]phenyl]butanoate), Cl (HCl). Reaction SMILES: [Li+].[OH-].[N:3]1[CH:8]=[CH:7][CH:6]=[C:5]([C@@H:9]([CH2:16][C:17]2[CH:22]=[CH:21][C:20]([O:23][CH2:24][CH2:25][C:26]3[CH:35]=[CH:34][C:33]4[CH2:32][CH2:31][CH2:30][NH:29][C:28]=4[N:27]=3)=[CH:19][CH:18]=2)[CH2:10][C:11]([O:13]CC)=[O:12])[CH:4]=1.Cl>C1COCC1.O>[N:3]1[CH:8]=[CH:7][CH:6]=[C:5]([C@@H:9]([CH2:16][C:17]2[CH:22]=[CH:21][C:20]([O:23][CH2:24][CH2:25][C:26]3[CH:35]=[CH:34][C:33]4[CH2:32][CH2:31][CH2:30][NH:29][C:28]=4[N:27]=3)=[CH:19][CH:18]=2)[CH2:10][C:11]([OH:13])=[O:12])[CH:4]=1 |f:0.1,4.5|. Run in C1CCOC1.O (THF H2O). Yield: 77.5%. The product is N1=CC(=CC=C1)[C@H](CC(=O)O)CC1=CC=C(C=C1)OCCC1=NC=2NCCCC2C=C1 ((S)3-(Pyridin-3-yl)-4-[4-[2-(5,6,7,8-tetrahydro-1,8-naphthyridin-2-yl)ethoxy]phenyl]butanoic acid). Run at temperature 50 celsius, time 18 hour. Reported procedure: 1.0 M LiOH (2.6 mL, 2.6 mmole) was added to a solution of ethyl (S)-3-(pyridin-3-yl)-4-[4-[2-(5,6,7,8-tetrahydro-1,8-naphthyridin-2-yl)ethoxy]phenyl]butanoate (572 mg, 1.28 mmole) in THF/H2O (8 mL), and the mixture was heated at 50° C. After 18 hr, the reaction was cooled to RT and acidified to pH 6.0 with 10% HCl. The precipitated solid was collected by suction filtration, washed with H2O, and dried in vacuo to afford the title compound (414 mg, 77%): 1H NMR (400 MHz, MeOH-d4) δ 8.28 (dd, J=4.9... Starting materials: O=C(O)c1cc(Cl)ccc1COc1ccc(Cl)cc1, Cl, COC(=O)c1ccc(C(C)N)cc1. Yields the product COC(=O)c1ccc(C(C)NC(=O)c2cc(Cl)ccc2COc2ccc(Cl)cc2)cc1. RXN SMILES: [Cl:1][c:2]1[cH:3][cH:4][c:5]([CH2:11][O:12][c:13]2[cH:14][cH:15][c:16]([Cl:19])[cH:17][cH:18]2)[c:6]([C:7](=[O:8])[OH:9])[cH:10]1.[ClH:20].[NH2:21][CH:22]([CH3:23])[c:24]1[cH:25][cH:26][c:27]([C:28](=[O:29])[O:30][CH3:31])[cH:32][cH:33]1>>[Cl:1][c:2]1[cH:3][cH:4][c:5]([CH2:11][O:12][c:13]2[cH:14][cH:15][c:16]([Cl:19])[cH:17][cH:18]2)[c:6]([C:7](=[O:9])[NH:21][CH:22]([CH3:23])[c:24]2[cH:25][cH:26][c:27]([C:28](=[O:29])[O:30][CH3:31])[cH:32][cH:33]2)[cH:10]1. Starting materials: C(C)(C)(C)[Li] (t-butyllithium), C(C)OC1=CC=CC2=CC=CC=C12 (1-ethoxynaphthalene), [Al](CC)(CC)Cl (Et2AlCl), C(C)OC1(CC=CC2=CC=CC=C12)[Li] ((1-ethoxynaphth-1-yl)lithium). Run in CCCCCC (hexane), C(C)OCC (diethyl ether). Conditions: time 24 hour. Yields the product C(C)OC=1C=CC=C2C=CC=C(C12)[Al](CC)CC ((8-ethoxynaphth-1-yl)diethylaluminium). Reaction SMILES: [Al:1](Cl)([CH2:4][CH3:5])[CH2:2][CH3:3].[CH2:7]([O:9][C:10]1([Li])[C:19]2[C:14](=[CH:15][CH:16]=[CH:17][CH:18]=2)[CH:13]=[CH:12][CH2:11]1)[CH3:8].C([Li])(C)(C)C.C(OC1C2C(=CC=CC=2)C=CC=1)C>CCCCCC.C(OCC)C>[CH2:7]([O:9][C:10]1[CH:11]=[CH:12][CH:13]=[C:14]2[C:19]=1[C:18]([Al:1]([CH2:4][CH3:5])[CH2:2][CH3:3])=[CH:17][CH:16]=[CH:15]2)[CH3:8]. Reported procedure: 2.5 ml (20 mmol) of Et2AlCl are added dropwise at −40° C. to a suspension of 50 ml of diethyl ether and 3.5 g (20 mmol) of (1-ethoxynaphth-1-yl)lithium, prepared from 33 ml (56 mmol) of t-butyllithium (1.7M solution in pentane) and 9.7 g (56 mmol) of 1-ethoxynaphthalene in 200 ml of hexane. The mixture is slowly brought to room temperature and stirred at room temperature for 24 h. The mixture is subsequently decanted off from the solid, the solvent is removed, the residue is taken up in 35 ml of... The reactants are O1CCOC12CCC(CC2)C2=C(C#N)C=CC=C2 (2-(1,4-Dioxaspiro[4.5]dec -8-yl)benzonitrile), Cl (HCl), O (water). The solvent is O1CCOCC1 (dioxane). Reaction conditions: temperature 80 celsius. Product: O=C1CCC(CC1)C1=C(C#N)C=CC=C1 (2-(4-Oxocyclohexyl)benzonitrile). RXN SMILES: O1[C:5]2([CH2:10][CH2:9][CH:8]([C:11]3[CH:18]=[CH:17][CH:16]=[CH:15][C:12]=3[C:13]#[N:14])[CH2:7][CH2:6]2)[O:4]CC1.Cl.O>O1CCOCC1>[O:4]=[C:5]1[CH2:6][CH2:7][CH:8]([C:11]2[CH:18]=[CH:17][CH:16]=[CH:15][C:12]=2[C:13]#[N:14])[CH2:9][CH2:10]1. Procedure details: To a stirring solution of 2-(1,4-Dioxaspiro[4.5]dec -8-yl)benzonitrile (8.7 g, 35.7 mmol) in dioxane (200 mL) was added 1N HCl (200 mL) and the reaction heated to 80° C. for 2 hours. The reaction was cooled to room temperature and poured into water (1 L) the mixture was extracted with ethyl acetate (3×250 mL). The combined organics were washed with brine (200 mL) and then dried over anhydrous magnesium sulfate, filtered and concentrated at reduced pressure to give the product.